Task: describe an organic reaction: reactants, conditions, products, and yield. Dataset: the Open Reaction Database (ORD), a public repository of structured organic reaction records The reactants are ClC1=NC2=CC=C(C=C2C(=C1)C1=C(C=CC=C1)F)Cl (2,6-dichloro-4-(o-fluorophenyl)quinoline), O.NN (hydrazine hydrate). Product: ClC=1C=C2C(=CC(=NC2=CC1)NN)C1=C(C=CC=C1)F (6-chloro-4-(o-fluorophenyl)-2-hydrazinoquinoline). As a reaction SMILES: Cl[C:2]1[CH:11]=[C:10]([C:12]2[CH:17]=[CH:16][CH:15]=[CH:14][C:13]=2[F:18])[C:9]2[C:4](=[CH:5][CH:6]=[C:7]([Cl:19])[CH:8]=2)[N:3]=1.O.[NH2:21][NH2:22]>>[Cl:19][C:7]1[CH:8]=[C:9]2[C:4](=[CH:5][CH:6]=1)[N:3]=[C:2]([NH:21][NH2:22])[CH:11]=[C:10]2[C:12]1[CH:17]=[CH:16][CH:15]=[CH:14][C:13]=1[F:18] |f:1.2|. Procedure: In the manner given in Example 1, 2,6-dichloro-4-(o-fluorophenyl)quinoline is reacted with hydrazine hydrate at reflux to give 6-chloro-4-(o-fluorophenyl)-2-hydrazinoquinoline. Starting materials: O1C(=NCC1)C1=CC=C(C=C2CCNCC2)C=C1 (4-[4-(2-oxazolin-2-yl)benzylidene]piperidine), N,N'-carbonyldiimidazole, C(CCC#C)(=O)O (4-pentynoic acid). Run in O1CCCC1 (tetrahydrofuran), O1CCCC1 (tetrahydrofuran). Run at temperature 40 celsius, time 1 hour. Yields the product O1C(=NCC1)C1=CC=C(C=C2CCN(CC2)C(CCC#C)=O)C=C1 (4-[4-(2-Oxazolin-2-yl) benzylidene]-1-(4-pentynoyl)piperidine). Reaction SMILES: [C:1]([OH:7])(=O)[CH2:2][CH2:3][C:4]#[CH:5].[O:8]1[CH2:12][CH2:11][N:10]=[C:9]1[C:13]1[CH:25]=[CH:24][C:16]([CH:17]=[C:18]2[CH2:23][CH2:22][NH:21][CH2:20][CH2:19]2)=[CH:15][CH:14]=1>O1CCCC1>[O:8]1[CH2:12][CH2:11][N:10]=[C:9]1[C:13]1[CH:14]=[CH:15][C:16]([CH:17]=[C:18]2[CH2:19][CH2:20][N:21]([C:1](=[O:7])[CH2:2][CH2:3][C:4]#[CH:5])[CH2:22][CH2:23]2)=[CH:24][CH:25]=1. Reported procedure: 356 mg (2.2 mmol) of N,N'-carbonyldiimidazole in 3 ml of tetrahydrofuran are added to 200 mg (2 mmol) of 4-pentynoic acid in 2 ml of tetrahydrofuran at ambient temperature. The mixture is stirred at 40° C. for 1 hour. 363 mg (1.5 mmol) of 4-[4-(2-oxazolin-2-yl)benzylidene]piperidine are then added and the mixture is stirred at 40° C. for a further 2 hours. The reaction solution is then evaporated down and the residue is purified by column chromatography (Silica gel; ethyl acetate). 320 mg (66% o... Starting materials: C=C(COC(=O)CCCCCBr)COC(=O)NCCCCCCCCCCCCCCCCCC, c1ccncc1. The product is [Br-], C=C(COC(=O)CCCCC[n+]1ccccc1)COC(=O)NCCCCCCCCCCCCCCCCCC. As a reaction SMILES: [CH2:1]([CH2:2][CH2:3][CH2:4][CH2:5][CH2:6][CH2:7][CH2:8][CH2:9][CH2:10][CH2:11][CH2:12][CH2:13][CH2:14][CH2:15][CH2:16][CH2:17][CH3:18])[NH:19][C:20](=[O:21])[O:22][CH2:23][C:24]([CH2:25][O:26][C:27]([CH2:28][CH2:29][CH2:30][CH2:31][CH2:32][Br:33])=[O:34])=[CH2:35].[cH:36]1[cH:37][cH:38][n:39][cH:40][cH:41]1>>[Br-:33].[CH2:1]([CH2:2][CH2:3][CH2:4][CH2:5][CH2:6][CH2:7][CH2:8][CH2:9][CH2:10][CH2:11][CH2:12][CH2:13][CH2:14][CH2:15][CH2:16][CH2:17][CH3:18])[NH:19][C:20](=[O:21])[O:22][CH2:23][C:24]([CH2:25][O:26][C:27]([CH2:28][CH2:29][CH2:30][CH2:31][CH2:32][n+:39]1[cH:38][cH:37][cH:36][cH:41][cH:40]1)=[O:34])=[CH2:35]. Reactants: C1(CCCCC1)C(=O)C1=CC=C(C=C1)OC (4-Cyclohexylcarbonyl-1-methoxybenzene), C[S-].[Na+] (sodium thiomethoxide). The solvent is CN(C=O)C (N,N-dimethylformamide). Yields the product C1(CCCCC1)C(=O)C1=CC=C(C=C1)O (4-Cyclohexylcarbonyl-1-hydroxybenzene). Isolated yield 100.7%. As a reaction SMILES: [CH:1]1([C:7]([C:9]2[CH:14]=[CH:13][C:12]([O:15]C)=[CH:11][CH:10]=2)=[O:8])[CH2:6][CH2:5][CH2:4][CH2:3][CH2:2]1.C[S-].[Na+]>CN(C)C=O>[CH:1]1([C:7]([C:9]2[CH:14]=[CH:13][C:12]([OH:15])=[CH:11][CH:10]=2)=[O:8])[CH2:2][CH2:3][CH2:4][CH2:5][CH2:6]1 |f:1.2|. Procedure details: 4-Cyclohexylcarbonyl-1-methoxybenzene (517 mg) obtained in Example 141 was dissolved in N,N-dimethylformamide (20 ml), sodium thiomethoxide (538 mg) was added, and the admixture was refluxed with heat for 1 hour under argon. The reaction mixture was partitioned between water and ethyl acetate, and the ethyl acetate layer was washed with brine and then dried with anhydrous sodium sulfate. After removing the solvent by reduced-pressure distillation, the resulting residue was purified by chromatogr... The reactants are Cl (HCl), CC(CC(C)OC(C[C@@H]1OC(O[C@@H](C1)\C=C\C=1C(=NC(=NC1C(C)C)N(S(=O)(=O)C)C)C1=CC=C(C=C1)F)(C)C)=O)C (2-((4R,6S)-6-((E)-2-(4-(4-fluorophenyl)-6-isopropyl-2-(N-methylmethylsulfonamido)pyrimidin-5-yl)vinyl)-2,2-dimethyl-1,3-dioxan-4-yl)acetate 4-methylpentan-2-yl ester), CC(C)C1=NC(=NC(=C1/C=C/[C@H](C[C@H](CC(=O)OC)O)O)C2=CC=C(C=C2)F)N(C)S(=O)(=O)C (rosuvastatin methyl ester), CC(C)C1=NC(=NC(=C1/C=C/[C@H](C[C@H](CC(=O)OC)O)O)C2=CC=C(C=C2)F)N(C)S(=O)(=O)C (rosuvastatin methyl ester), [OH-].[Na+] (NaOH). The solvent is C(C)#N (acetonitrile), C(C)(=O)OCC (ethyl acetate). Conditions: temperature 20 celsius, time 2 hour. Yields the product FC1=CC=C(C=C1)C1=NC(=NC(=C1\C=C\[C@H]1OC(C[C@@H](C1)O)=O)C(C)C)N(S(=O)(=O)C)C (N-(4-(4-fluorophenyl)-5-((E)-2-((2S,4R)-4-hydroxy-6-oxotetrahydro-2H-pyran-2-yl)vinyl)-6-isopropylpyrimidin-2-yl)-N-methylmethanesulfonamide). RXN SMILES: CC(C)CC([O:6][C:7](=O)[CH2:8][C@H:9]1[CH2:14][C@@H:13](/[CH:15]=[CH:16]/[C:17]2[C:18]([C:32]3[CH:37]=[CH:36][C:35]([F:38])=[CH:34][CH:33]=3)=[N:19][C:20]([N:26]([CH3:31])[S:27]([CH3:30])(=[O:29])=[O:28])=[N:21][C:22]=2[CH:23]([CH3:25])[CH3:24])[O:12]C(C)(C)[O:10]1)C.CC(C1C(/C=C/[C@@H](O)C[C@@H](O)CC(OC)=O)=C(C2C=CC(F)=CC=2)N=C(N(S(C)(=O)=O)C)N=1)C.[OH-].[Na+].Cl>C(OCC)(=O)C.C(#N)C>[F:38][C:35]1[CH:34]=[CH:33][C:32]([C:18]2[C:17](/[CH:16]=[CH:15]/[C@@H:13]3[CH2:14][C@@H:9]([OH:10])[CH2:8][C:7](=[O:6])[O:12]3)=[C:22]([CH:23]([CH3:25])[CH3:24])[N:21]=[C:20]([N:26]([CH3:31])[S:27]([CH3:30])(=[O:29])=[O:28])[N:19]=2)=[CH:37][CH:36]=1 |f:2.3|. Procedure details: For reference purposes 2-((4R,6S)-6-((E)-2-(4-(4-fluorophenyl)-6-isopropyl-2-(N-methylmethylsulfonamido)pyrimidin-5-yl)vinyl)-2,2-dimethyl-1,3-dioxan-4-yl)acetate 4-methylpentan-2-yl ester was prepared from rosuvastatin methyl ester (EP 521471). Thus, rosuvastatin methyl ester (30 g, 61 mmol) was added to 200 mL of acetonitrile and 2N aqueous NaOH was added until the pH was stable at 12.5. The reaction mixture was stirred for 2 h at 20° C. Then the pH was lowered to 5.0 with 2N aqueous HCl. To t... Reactants: CC(C)C[Al+]CC(C)C, COC(=O)c1cccn1Cc1ccccc1, CCCCCCC, ClCCl, [H-]. Product: OCc1cccn1Cc1ccccc1. RXN SMILES: [CH2:18]([Al+:19][CH2:20][CH:21]([CH3:22])[CH3:23])[CH:24]([CH3:25])[CH3:26].[CH2:1]([c:2]1[cH:3][cH:4][cH:5][cH:6][cH:7]1)[n:8]1[c:9]([C:13](=[O:14])[O:15][CH3:16])[cH:10][cH:11][cH:12]1.[CH3:27][CH2:28][CH2:29][CH2:30][CH2:31][CH2:32][CH3:33].[Cl:34][CH2:35][Cl:36].[H-:17]>>[CH2:1]([c:2]1[cH:3][cH:4][cH:5][cH:6][cH:7]1)[n:8]1[c:9]([CH2:13][OH:14])[cH:10][cH:11][cH:12]1. Reactants: CN(CCO)C (N,N-Dimethylethanolamine), [Li]CCCC (BuLi), C1(CC1)C=1C=NC=CC1OCC1CC1 (3-cyclopropyl-4-cyclopropylmethoxypyridine), C(=O)=O (carbon dioxide), C(=O)=O (dry ice). Solvent: C(C)OCC (diethylether), CCCCCC (Hexane), CCCCCC (hexane). Conditions: temperature -15 celsius, time 20 minute. Product: C1(CC1)C=1C(=CC(=NC1)C(=O)O)OCC1CC1 (5-Cyclopropyl-4-cyclopropylmethoxy-pyridine-2-carboxylic acid). Isolated yield 28.6%. As a reaction SMILES: CN(C)CCO.[Li]CCCC.[CH:12]1([C:15]2[CH:16]=[N:17][CH:18]=[CH:19][C:20]=2[O:21][CH2:22][CH:23]2[CH2:25][CH2:24]2)[CH2:14][CH2:13]1.[C:26](=[O:28])=[O:27]>CCCCCC.C(OCC)C>[CH:12]1([C:15]2[C:20]([O:21][CH2:22][CH:23]3[CH2:24][CH2:25]3)=[CH:19][C:18]([C:26]([OH:28])=[O:27])=[N:17][CH:16]=2)[CH2:14][CH2:13]1. Procedure: To a solution of N,N-Dimethylethanolamine (CAN 108-01-0, 2.372 g, 3.08 mL, 30.6 mmol) in hexane cooled at −15° C. under an argon atmosphere was slowly added BuLi 1.6M in Hexane (38.2 mL, 61.1 mmol). The reaction was stirred at −15° C. during 20 minutes and was then cooled down to −78° C. before addition of 3-cyclopropyl-4-cyclopropylmethoxypyridine (Example 42b, 2.314 g, 12.2 mmol). The reaction was stirred 1 hour at −78° C. followed by addition of carbon dioxide (2.09 g, 47.6 mmol) (pellets fro...